This data is from the Open Reaction Database (ORD), a public repository of structured organic reaction records. The task is: describe an organic reaction: reactants, conditions, products, and yield RXN SMILES: FC(F)(F)C(O)=O.[CH3:8][N:9]([CH3:38])[C:10]1[CH:15]=[CH:14][C:13]([NH:16][C:17]2[CH:29]=[C:28]([CH2:30][CH2:31][C:32]3[CH:37]=[CH:36][CH:35]=[CH:34][CH:33]=3)[CH:27]=[CH:26][C:18]=2[C:19]([O:21]C(C)(C)C)=[O:20])=[CH:12][CH:11]=1>>[CH3:38][N:9]([CH3:8])[C:10]1[CH:11]=[CH:12][C:13]([NH:16][C:17]2[CH:29]=[C:28]([CH2:30][CH2:31][C:32]3[CH:37]=[CH:36][CH:35]=[CH:34][CH:33]=3)[CH:27]=[CH:26][C:18]=2[C:19]([OH:21])=[O:20])=[CH:14][CH:15]=1. Reactants: FC(C(=O)O)(F)F (Trifluoroacetic acid), CN(C1=CC=C(C=C1)NC1=C(C(=O)OC(C)(C)C)C=CC(=C1)CCC1=CC=CC=C1)C (tert-butyl 2-((4-(dimethylamino)phenyl)amino)-4-phenethylbenzoate). Product: CN(C1=CC=C(C=C1)NC1=C(C(=O)O)C=CC(=C1)CCC1=CC=CC=C1)C (2-((4-(dimethylamino)phenyl)amino)-4-phenethylbenzoic acid). Reaction conditions: time 3 hour. Procedure details: Trifluoroacetic acid 5.0 mL was added to tert-butyl 2-((4-(dimethylamino)phenyl)amino)-4-phenethylbenzoate, and it was stirred at room temperature for 3 hours. The solvent was removed under reduced pressure, ethyl acetate and water were added to the obtained residue, and it was adjusted to pH6.5 with saturated sodium hydrogen carbonate aqueous solution. The organic layer was separated and collected,dried over anhydrous magnesium sulfate after washing with saturated sodium chloride aqueous soluti... Starting materials: NC=1N(C2=NC(=CC=C2C(C1C=1N(C=CN1)COCC[Si](C)(C)C)=O)Cl)CC (2-amino-7-chloro-1-ethyl-3-[1-(2-trimethylsilanyl-ethoxymethyl)-1H-imidazol-2-yl]-1H-[1,8]naphthyridin-4-one), N1=C(C=CC=C1)C(C)(C#C)O ((±)-2-pyridin-2-yl-but-3-yn-2-ol). Product: NC=1N(C2=NC(=CC=C2C(C1C=1NC=CN1)=O)C#CC(C)(C1=NC=CC=C1)O)CC (2-Amino-1-ethyl-7-(3-hydroxy-3-pyridin-2-yl-but-1-ynyl)-3-(1H-imidazol-2-yl)-1H-[1,8]naphthyridin-4-one). RXN SMILES: [NH2:1][C:2]1[N:3]([CH2:27][CH3:28])[C:4]2[C:9]([C:10](=[O:25])[C:11]=1[C:12]1[N:13](COCC[Si](C)(C)C)[CH:14]=[CH:15][N:16]=1)=[CH:8][CH:7]=[C:6](Cl)[N:5]=2.[N:29]1[CH:34]=[CH:33][CH:32]=[CH:31][C:30]=1[C:35]([OH:39])([C:37]#[CH:38])[CH3:36]>>[NH2:1][C:2]1[N:3]([CH2:27][CH3:28])[C:4]2[C:9]([C:10](=[O:25])[C:11]=1[C:12]1[NH:16][CH:15]=[CH:14][N:13]=1)=[CH:8][CH:7]=[C:6]([C:38]#[C:37][C:35]([OH:39])([C:30]1[CH:31]=[CH:32][CH:33]=[CH:34][N:29]=1)[CH3:36])[N:5]=2. Procedure: Using the intermediate described under 1.6 (2-amino-7-chloro-1-ethyl-3-[1-(2-trimethylsilanyl-ethoxymethyl)-1H-imidazol-2-yl]-1H-[1,8]naphthyridin-4-one) and coupling it to (±)-2-pyridin-2-yl-but-3-yn-2-ol following the detailed procedure outlined for example 1 in an analogous manner the title compound was accessed. The reactants are BrC1=C(C=C(C=C1)COC1=CC=CC=C1)[N+](=O)[O-] (1-Bromo-2-nitro-4-phenoxymethyl-benzene), SC1=CC=C(C=C1)O (4-mercapto-phenol), C([O-])([O-])=O.[K+].[K+] (potassium carbonate). Solvent: CN(C)C=O (DMF). The product is [N+](=O)([O-])C1=C(C=CC(=C1)COC1=CC=CC=C1)SC1=CC=C(C=C1)O (4-(2-Nitro-4-phenoxymethyl-phenylsulfanyl)-phenol). Isolated yield 84.3%. RXN SMILES: Br[C:2]1[CH:7]=[CH:6][C:5]([CH2:8][O:9][C:10]2[CH:15]=[CH:14][CH:13]=[CH:12][CH:11]=2)=[CH:4][C:3]=1[N+:16]([O-:18])=[O:17].[SH:19][C:20]1[CH:25]=[CH:24][C:23]([OH:26])=[CH:22][CH:21]=1.C(=O)([O-])[O-].[K+].[K+]>CN(C=O)C>[N+:16]([C:3]1[CH:4]=[C:5]([CH2:8][O:9][C:10]2[CH:15]=[CH:14][CH:13]=[CH:12][CH:11]=2)[CH:6]=[CH:7][C:2]=1[S:19][C:20]1[CH:25]=[CH:24][C:23]([OH:26])=[CH:22][CH:21]=1)([O-:18])=[O:17] |f:2.3.4|. Procedure details: The product from Example 221b (0.16 g, 0.52 mmol) was reacted with 90% 4-mercapto-phenol (0.073 g, 0.52 mmol) in DMF at 80° C. under nitrogen in the presence of potassium carbonate (0.126 g, 0.91 mmol). The reaction was quenched after 18 h by pouring into dilute HCl and extraction with ether. The combined extracts were dried over MgSO4, filtered and concentrated under vacuum giving the crude title compound. The crude product was purified by flash chromatography on silica gel eluting with EtOAc-h...